From a dataset of the Open Reaction Database (ORD), a public repository of structured organic reaction records. describe an organic reaction: reactants, conditions, products, and yield Starting materials: Cl (HCl), [OH-].[Li+] (Lithium hydroxide), solution, C(C)OC(CCCCCCN(S(=O)(=O)C)CC=CCC(C1(CCC1)CCC)O)=O (7-[[5-Hydroxy-5-(1-propylcyclobutyl)pent-2-enyl]methanesulfonylamino]heptanoic acid ethyl ester). Solvent: O (H2O), C1CCOC1 (THF). Run at time 16 hour. The product is OC(CC=CCN(CCCCCCC(=O)O)S(=O)(=O)C)C1(CCC1)CCC (7-[[5-Hydroxy-5-(1-propylcyclobutyl)pent-2-enyl]methanesulfonylamino]heptanoic acid). Yield: 73.5%. RXN SMILES: [OH-].[Li+].C([O:5][C:6](=[O:31])[CH2:7][CH2:8][CH2:9][CH2:10][CH2:11][CH2:12][N:13]([CH2:18][CH:19]=[CH:20][CH2:21][CH:22]([OH:30])[C:23]1([CH2:27][CH2:28][CH3:29])[CH2:26][CH2:25][CH2:24]1)[S:14]([CH3:17])(=[O:16])=[O:15])C.Cl>O.C1COCC1>[OH:30][CH:22]([C:23]1([CH2:27][CH2:28][CH3:29])[CH2:26][CH2:25][CH2:24]1)[CH2:21][CH:20]=[CH:19][CH2:18][N:13]([S:14]([CH3:17])(=[O:16])=[O:15])[CH2:12][CH2:11][CH2:10][CH2:9][CH2:8][CH2:7][C:6]([OH:31])=[O:5] |f:0.1|. Reported procedure: Lithium hydroxide (0.50 mL of a 0.5N solution in H2O, 0.122 mmol) was added to a solution of the ester 11 (45 mg, 0.122 mmol) in THF (1.0 mL) at 23° C. The reaction mixture was stirred for 16 h, acidified with 1 N HCl and extracted with EtOAc. The organic portion was washed with brine (2×), dried (MgSO4), filtered and concentrated in vacuo. FCC (silica gel, 100% EtOAc) gave 36.2 mg (72%) of the free acid 12 as a light yellow, viscous oil. The reactants are C[O-].[Na+] (sodium methoxide), COC(=O)C=1C=2C=CN(C2C=C(C1)Br)C(C)C (6-bromo-1-isopropyl-1H-indole-4-carboxylic acid methyl ester), Cl (HCl). Reagents/catalysts: [Cu]I (CuI). Run in O (water), CN1CCCC1=O (NMP). Reaction conditions: temperature 120 celsius. The product is COC(=O)C=1C=2C=CN(C2C=C(C1)OC)C(C)C (1-isopropyl-6-methoxy-1H-indole-4-carboxylic acid methyl ester). Isolated yield 168.5%. As a reaction SMILES: [CH3:1][O-:2].[Na+].[CH3:4][O:5][C:6]([C:8]1[C:9]2[CH:10]=[CH:11][N:12]([CH:18]([CH3:20])[CH3:19])[C:13]=2[CH:14]=[C:15](Br)[CH:16]=1)=[O:7].Cl>CN1C(=O)CCC1.O.[Cu]I>[CH3:4][O:5][C:6]([C:8]1[C:9]2[CH:10]=[CH:11][N:12]([CH:18]([CH3:20])[CH3:19])[C:13]=2[CH:14]=[C:15]([O:2][CH3:1])[CH:16]=1)=[O:7] |f:0.1|. Reported procedure: Freshly prepared sodium methoxide (500 mg in 5 mL methanol) was added to a stirred suspension of 6-bromo-1-isopropyl-1H-indole-4-carboxylic acid methyl ester (500 mg, 1.68 mmol) and CuI (480 mg, 2.53 mmol) in NMP (8 mL) and then heated at 120° C. for 2 h. The reaction mixture was cooled to room temperature, diluted with water (5 mL) and acidified with 1N HCl. The reaction mixture was filtered through Celite and washed with EtOAc (5 mL). Separated the EtOAc layer from filtrate, dried over anhydro... The reactants are CC(=O)NC1CCc2c([nH]c3ccccc23)C1, CS(C)=O, CI, [K+], [OH-], O. Product: CC(=O)NC1CCc2c(n(C)c3ccccc23)C1. As a reaction SMILES: [CH2:1]1[CH:2]([NH:14][C:15]([CH3:16])=[O:17])[CH2:3][CH2:4][c:5]2[c:6]3[cH:7][cH:8][cH:9][cH:10][c:11]3[nH:12][c:13]21.[CH3:20][S:21]([CH3:22])=[O:23].[CH3:24][I:25].[K+:19].[OH-:18].[OH2:26]>>[CH2:1]1[CH:2]([NH:14][C:15]([CH3:16])=[O:17])[CH2:3][CH2:4][c:5]2[c:6]3[cH:7][cH:8][cH:9][cH:10][c:11]3[n:12]([CH3:20])[c:13]21. The reactants are BrCCC=C(F)F (4-bromo-1,1-difluorobut-1-ene), C([O-])([O-])=O.[K+].[K+] (potassium carbonate), SC=1SC2=C(N1)C=CC=C2 (2-mercaptobenzthiazole), BrCCC=C(F)F (4-bromo-1,1-difluorobut-1-ene), C([O-])([O-])=O.[K+].[K+] (potassium carbonate). Solvent: ClCCl (dichloromethane). Run at temperature 55 celsius, time 6 hour. Yields the product FC(=CCCSC=1SC2=C(N1)C=CC=C2)F (2-(4,4-difluorobut-3-enyl)thiobenzthiazole). Isolated yield 63.0%. RXN SMILES: Br[CH2:2][CH2:3][CH:4]=[C:5]([F:7])[F:6].C(=O)([O-])[O-].[K+].[K+].[SH:14][C:15]1[S:16][C:17]2[CH:23]=[CH:22][CH:21]=[CH:20][C:18]=2[N:19]=1>ClCCl>[F:6][C:5]([F:7])=[CH:4][CH2:3][CH2:2][S:14][C:15]1[S:16][C:17]2[CH:23]=[CH:22][CH:21]=[CH:20][C:18]=2[N:19]=1 |f:1.2.3|. Procedure: To the solution of 4-bromo-1,1-difluorobut-1-ene prepared in Example 6 was added potassium carbonate (10.76 g) and 2-mercaptobenzthiazole (9.18 g). The mixture was stirred at 55° C. for 6 hours and then at room temperature overnight. Gas-liquid chromatography of a sample of the reaction mixture showed that a small amount of 4-bromo-1,1-difluorobut-1-ene remained. More potassium carbonate (1.0 g) was added and the mixture heated for another two and a half hours at 55° C., when all of the bromo co... Starting materials: C=1(O)C(=CC(O)=CC1)C1=CC=CC=C1COCC1=CC=CC=C1C=1C(O)=CC=C(C1)O (hydroquinone monobenzyl ether), C[O-].[Na+] (sodium methoxide), BrC(C(=O)OCC)(C)C (ethyl 2-bromoisobutyrate). Solvent: [OH-].[Na+] (sodium hydroxide), CN(P(=O)(N(C)C)N(C)C)C (hexamethylphosphoramide). Conditions: temperature 120 celsius, time 10 minute. Product: C(C1=CC=CC=C1)OC1=CC=C(OC(C(=O)O)(C)C)C=C1 (2-[p-(Benzyloxy)phenoxy]-2-methyl-propionic acid). As a reaction SMILES: C1(C(C2[C:14]([CH2:15][O:16][CH2:17][C:18]3[C:23](C4C(=CC=C(O)C=4)O)=[CH:22][CH:21]=[CH:20][CH:19]=3)=[CH:13][CH:12]=[CH:11][CH:10]=2)=CC(=CC=1)O)O.C[O-:33].[Na+].Br[C:36]([CH3:43])([CH3:42])[C:37]([O:39]CC)=[O:38]>CN(C)P(N(C)C)(N(C)C)=O.[OH-].[Na+]>[CH2:17]([O:16][C:15]1[CH:10]=[CH:11][C:12]([O:33][C:36]([CH3:43])([CH3:42])[C:37]([OH:39])=[O:38])=[CH:13][CH:14]=1)[C:18]1[CH:19]=[CH:20][CH:21]=[CH:22][CH:23]=1 |f:1.2,5.6|. Procedure: To a solution of 10.0 g of hydroquinone monobenzyl ether in 40 ml of hexamethylphosphoramide is added 2.7 g of sodium methoxide. The mixture is stirred 10 minutes and 10.3 g of ethyl 2-bromoisobutyrate is added. The mixture is heated at 120° C. for 22 hours. After standing, the mixture is filtered. The solid is dissolved in 150 ml of ethanol-water (9:1) and 10 g of potassium hydroxide is added. The mixture is refluxed for 6 hours, acidified with concentrated hydrochloric acid, diluted with water... Product: Cl, CCc1cc(CC)n(CC2CCC(N)CC2)n1. The reactants are CCc1cc(CC)n(CC2CCC(NC(=O)OC(C)(C)C)CC2)n1, CO, Cl, C1COCCO1. Reaction SMILES: [C:1]([O:2][C:3](=[O:4])[NH:7][CH:8]1[CH2:9][CH2:10][CH:11]([CH2:14][n:15]2[n:16][c:17]([CH2:22][CH3:23])[cH:18][c:19]2[CH2:20][CH3:21])[CH2:12][CH2:13]1)([CH3:5])([CH3:6])[CH3:24].[CH3:32][OH:33].[ClH:25].[O:26]1[CH2:27][CH2:28][O:29][CH2:30][CH2:31]1>>[ClH:25].[NH2:7][CH:8]1[CH2:9][CH2:10][CH:11]([CH2:14][n:15]2[n:16][c:17]([CH2:22][CH3:23])[cH:18][c:19]2[CH2:20][CH3:21])[CH2:12][CH2:13]1. The reactants are C(C)(=O)OCC(C(C)C)CBr (2-bromomethyl-3-methylbutyl acetate), [S-]C#N.[K+] (potassium thiocyanate), O (water). The solvent is CN(C=O)C (dimethylformamide). The product is C(C)(=O)OCC(C(C)C)CSC#N (2-Thiocyanatomethyl-3methylbutyl acetate). RXN SMILES: [C:1]([O:4][CH2:5][CH:6]([CH2:10]Br)[CH:7]([CH3:9])[CH3:8])(=[O:3])[CH3:2].[S-:12][C:13]#[N:14].[K+].O>CN(C)C=O>[C:1]([O:4][CH2:5][CH:6]([CH2:10][S:12][C:13]#[N:14])[CH:7]([CH3:9])[CH3:8])(=[O:3])[CH3:2] |f:1.2|. Procedure: A mixture of 2-bromomethyl-3-methylbutyl acetate (6 g) and potassium thiocyanate (7.3 g) in dry dimethylformamide (50 ml) was heated at 140° for 2 hours. After cooling, the reaction mixture was poured into water (150 ml) and then extracted with diethylether (3×50 ml). The combined ethereal extracts were washed with water (3×50 ml) before drying over anhydrous magnesium sulphate and evaporation in vacuo. 2-Thiocyanatomethyl-3methylbutyl acetate was obtained and was used without further purificati... Starting materials: C(C=C)(=O)O (Acrylic acid), C(C)N=C=NCCCN(C)C (1-ethyl-3-(3-dimethylaminopropyl)carbodiimide), NC(C(=O)O)(CC)O (aminohydroxybutyric acid). The solvent is O (water), O (water). Product: C(CC)NC(C)=O (N-propylacetamide), C(CC)NC(C=C)=O (N-propyl acrylamide). As a reaction SMILES: [C:1]([OH:5])(=O)[CH:2]=[CH2:3].C(N=C=[N:10][CH2:11][CH2:12][CH2:13]N(C)C)C.[NH2:17][C:18]([OH:24])([CH2:22][CH3:23])C(O)=O>O>[CH2:11]([NH:10][C:1](=[O:5])[CH3:2])[CH2:12][CH3:13].[CH2:1]([NH:17][C:18](=[O:24])[CH:22]=[CH2:23])[CH2:2][CH3:3]. Reported procedure: Acrylic acid (20 g) and 1-ethyl-3-(3-dimethylaminopropyl)carbodiimide (30 g) were dissolved in water (300 mL). Then aminohydroxybutyric acid (2.0 g) was added to the obtained solution and reacted at room temperature for 10 hours. After the completion of the reaction, water was distilled off and the residue was sufficiently washed with hexane (200 mL) in 3 portions. Next, this residue was dissolved in dimethyl-formamide (350 mL), in which N-hydroxysuccinimide (3 g) and N,N′-dicyclohexylcarbodiimi... The reactants are C(\C=C\C(=O)[O-])(=O)[O-].[NH4+].[NH4+] (ammonium fumarate), C(\C=C\C(=O)[O-])(=O)[O-].[NH4+].[NH4+] (ammonium fumarate), [Cl-].[Mg+2].[Cl-] (magnesium chloride). As a reaction SMILES: [C:1]([O-:8])(=[O:7])/[CH:2]=[CH:3]/[C:4]([O-:6])=[O:5].[NH4+:9].[NH4+].[Cl-].[Mg+2].[Cl-]>>[NH2:9][C@H:2]([C:1]([OH:8])=[O:7])[CH2:3][C:4]([OH:6])=[O:5] |f:0.1.2,3.4.5|. The product is N[C@@H](CC(=O)O)C(=O)O (L-aspartic acid). Run at temperature 37 celsius, time 1 hour. Procedure: [Aspartase activity is indicated in terms of micromoles of L-aspartic acid which are produced by reaction with ammonium fumarate at 37° C. at pH 8.5. The reaction with ammonium fumarate is conducted by adding 2 g of the immobilized aspartase preparation to 30 ml of an aqueous 1 M ammonium fumarate solution (pH 8.5) containing 1 mM magnesium chloride, and then shaking the mixture at 37° C. for one hour. The amount of L-aspartic acid produced is bioassayed by using leuconostoc mesenterioides P-60(...